From a dataset of the Open Reaction Database (ORD), a public repository of structured organic reaction records. describe an organic reaction: reactants, conditions, products, and yield Reactants: [Si](C)(C)(C(C)(C)C)OC1=CC=C(C(=O)OC)C=C1 (methyl 4-tert-butyldimethylsilyloxybenzoate), solution, [H-].[Al+3].[Li+].[H-].[H-].[H-] (lithium aluminum hydride). Run in C1CCOC1 (THF), C1CCOC1 (THF). Conditions: time 2 hour. The product is two, [Si](C)(C)(C(C)(C)C)OC1=CC=C(CO)C=C1 (4-tert-butyldimethylsilyloxybenzyl alcohol). The yield is 80.0%. Reaction SMILES: [Si:1]([O:8][C:9]1[CH:18]=[CH:17][C:12]([C:13](OC)=[O:14])=[CH:11][CH:10]=1)([C:4]([CH3:7])([CH3:6])[CH3:5])([CH3:3])[CH3:2].[H-].[Al+3].[Li+].[H-].[H-].[H-]>C1COCC1>[Si:1]([O:8][C:9]1[CH:18]=[CH:17][C:12]([CH2:13][OH:14])=[CH:11][CH:10]=1)([C:4]([CH3:7])([CH3:6])[CH3:5])([CH3:3])[CH3:2] |f:1.2.3.4.5.6|. Procedure details: To a solution of the crude product from Step A dissolved in 150 mL of anhydrous THF was added 50 mL of a 1.0M solution of lithium aluminum hydride in THF at 0° C. under a nitrogen atmosphere. The reaction mixture was allowed to warm to room temperature and was stirred for 2 hours. The reaction was then quenched by sequential addition of 1.90 mL of water, 1.90 mL of 15% aqueous sodium hydroxide, and 5.70 mL water. The granular aluminum salts were separated from the reaction mixture by vacuum filt... Starting materials: [BH3-]C#N, C1CCOC1, CC(C)=O, CC(=O)O, CO, c1ccc2c(c1)CCCC2N1CCCNCC1, ClC(Cl)Cl, [Na+]. The product is CC(C)N1CCCN(C2CCCc3ccccc32)CC1. Reaction SMILES: [C:22]([BH3-:23])#[N:24].[CH2:30]1[O:31][CH2:32][CH2:33][CH2:34]1.[CH3:18][C:19]([CH3:20])=[O:21].[CH3:26][C:27](=[O:28])[OH:29].[CH3:35][OH:36].[CH:1]1([N:11]2[CH2:12][CH2:13][NH:14][CH2:15][CH2:16][CH2:17]2)[CH2:2][CH2:3][CH2:4][c:5]2[cH:6][cH:7][cH:8][cH:9][c:10]21.[Cl:37][CH:38]([Cl:39])[Cl:40].[Na+:25]>>[CH:1]1([N:11]2[CH2:12][CH2:13][N:14]([CH:19]([CH3:18])[CH3:20])[CH2:15][CH2:16][CH2:17]2)[CH2:2][CH2:3][CH2:4][c:5]2[cH:6][cH:7][cH:8][cH:9][c:10]21.